Dataset: the Open Reaction Database (ORD), a public repository of structured organic reaction records. Task: describe an organic reaction: reactants, conditions, products, and yield As a reaction SMILES: [CH3:1][N:2]1[C:15]2[C:10](=[CH:11][CH:12]=[CH:13][CH:14]=2)[CH:9]([C:16]([O:18]C)=[O:17])[C:8]2[CH:7]=[CH:6][CH:5]=[CH:4][C:3]1=2>ClCCl.O1CCCC1>[CH3:1][N:2]1[C:15]2[C:10](=[CH:11][CH:12]=[CH:13][CH:14]=2)[CH:9]([C:16]([OH:18])=[O:17])[C:8]2[CH:7]=[CH:6][CH:5]=[CH:4][C:3]1=2.[CH:13]1[CH:12]=[CH:11][C:10]([C:9]2[CH:16]=[CH:5][CH:6]=[CH:7][CH:8]=2)=[CH:15][CH:14]=1 |f:3.4|. The solvent is ClCCl (dichloromethane), ClCCl (dichloromethane), O1CCCC1 (tetrahydrofuran). The reactants are 10-methylacridan-9-carboxylic acid chloride(78), CN1C=2C=CC=CC2C(C2=CC=CC=C12)C(=O)OC (methyl 10-methylacridan-9-carboxylate). Procedure: A solution of 0.24 parts of 10-methylacridan-9-carboxylic acid chloride(78) in 10 mL dichloromethane and 0.145 parts of 4-phenylphenol (76) in 5 mL of dichloromethane and 1 mL of tetrahydrofuran is treated as described in example I, to give 0.21 parts of 4,4′-biphenyl 10-methylacridan-9-carboxylate. This compound has the following structure. Product: CN1C=2C=CC=CC2C(C2=CC=CC=C12)C(=O)O.C1=CC=C(C=C1)C1=CC=CC=C1 (4,4′-biphenyl 10-methylacridan-9-carboxylate). Solvent: O1CCCC1 (tetrahydrofuran). Conditions: temperature -25 celsius, time 20 minute. Yields the product C(C1=CC=CC=C1)C1(SCCCS1)C(=O)OCC (2-Benzyl-2-ethoxycarbonyl-1,3-dithiane). Reactants: C(CCC)[Li] (n-butyllithium), C(C)OC(=O)C1SCCCS1 (2-ethoxycarbonyl-1,3-dithiane), C(C1=CC=CC=C1)Cl (benzyl chloride). Procedure details: A solution of 3.0 g (15.6 mmol) of 2-ethoxycarbonyl-1,3-dithiane in 40 ml of dry tetrahydrofuran was cooled under inert atmosphere to -78° C. and treated with 7.5 ml (15.6 mmol) of n-butyllithium. The resulting solution was warmed to -25° C., stirred for 20 min, recooled to -78° C., treated with 1.8 ml (15.6 mmol) of benzyl chloride, and stirred at ambient temperature for 16 h. After quenching with aqueous ammonium chloride, the mixture was extracted with ether, washed sequentially with water, a... Yield: 88.5%. As a reaction SMILES: [CH2:1]([O:3][C:4]([CH:6]1[S:11][CH2:10][CH2:9][CH2:8][S:7]1)=[O:5])[CH3:2].C([Li])CCC.[CH2:17](Cl)[C:18]1[CH:23]=[CH:22][CH:21]=[CH:20][CH:19]=1>O1CCCC1>[CH2:17]([C:6]1([C:4]([O:3][CH2:1][CH3:2])=[O:5])[S:7][CH2:8][CH2:9][CH2:10][S:11]1)[C:18]1[CH:23]=[CH:22][CH:21]=[CH:20][CH:19]=1. The reactants are C1CCOC1, O=Cc1ccc(Cl)c(F)c1. As a reaction SMILES: [CH2:11]1[O:12][CH2:13][CH2:14][CH2:15]1.[Cl:1][c:2]1[c:3]([F:10])[cH:4][c:5]([CH:6]=[O:7])[cH:8][cH:9]1>>[Cl:1][c:2]1[c:3]([F:10])[cH:4][c:5]([CH:6]([OH:7])[CH3:11])[cH:8][cH:9]1. Yields the product CC(O)c1ccc(Cl)c(F)c1. Starting materials: O=C(Cl)OCc1ccccc1, NCC1CCC(C(=O)O)CC1, [Na+], [OH-], O. The product is O=C(NCC1CCC(C(=O)O)CC1)OCc1ccccc1. RXN SMILES: [Cl:12][C:13](=[O:14])[O:15][CH2:16][c:17]1[cH:18][cH:19][cH:20][cH:21][cH:22]1.[NH2:1][CH2:2][CH:3]1[CH2:4][CH2:5][CH:6]([C:9]([OH:10])=[O:11])[CH2:7][CH2:8]1.[Na+:24].[OH-:23].[OH2:25]>>[NH:1]([CH2:2][CH:3]1[CH2:4][CH2:5][CH:6]([C:9]([OH:10])=[O:11])[CH2:7][CH2:8]1)[C:13](=[O:14])[O:15][CH2:16][c:17]1[cH:18][cH:19][cH:20][cH:21][cH:22]1. Starting materials: C[SiH](C)C(OCc1ccccc1)C(O)COC(C)(C)C, O, CS(=O)(=O)Cl, c1ccncc1. Yields the product C[SiH](C)C(OCc1ccccc1)C(COC(C)(C)C)OS(C)(=O)=O. Reaction SMILES: [CH2:1]([c:2]1[cH:3][cH:4][cH:5][cH:6][cH:7]1)[O:8][CH:9]([CH:10]([OH:11])[CH2:12][O:13][C:14]([CH3:15])([CH3:16])[CH3:17])[SiH:18]([CH3:19])[CH3:20].[OH2:32].[S:27](=[O:28])(=[O:29])([CH3:30])[Cl:31].[cH:21]1[cH:22][cH:23][n:24][cH:25][cH:26]1>>[CH2:1]([c:2]1[cH:3][cH:4][cH:5][cH:6][cH:7]1)[O:8][CH:9]([CH:10]([O:11][S:27](=[O:28])(=[O:29])[CH3:30])[CH2:12][O:13][C:14]([CH3:15])([CH3:16])[CH3:17])[SiH:18]([CH3:19])[CH3:20]. Conditions: time 30 minute. RXN SMILES: C([O:4][C@:5]1(O)[CH2:14][CH2:13][C:12]2[C:7](=[CH:8][CH:9]=[C:10]([F:15])[CH:11]=2)[C@:6]1([C:19](C)([CH3:21])[CH3:20])C(C)C)(=O)C.[H-].[Al+3].[Li+].[H-].[H-].[H-].[OH-].[Na+].[O:32]1CC[CH2:34][CH2:33]1>>[F:15][C:10]1[CH:11]=[C:12]2[C:7](=[CH:8][CH:9]=1)[C@@H:6]([CH:19]([CH3:20])[CH3:21])[C@@:5]([CH2:34][CH2:33][OH:32])([OH:4])[CH2:14][CH2:13]2 |f:1.2.3.4.5.6,7.8|. The reactants are [H-].[Al+3].[Li+].[H-].[H-].[H-] (lithium aluminum hydride), O1CCCC1 (tetrahydrofuran), C(C)(=O)O[C@]1([C@](C2=CC=C(C=C2CC1)F)(C(C)C)C(C)(C)C)O ([1R,2R]-(-)-t-butyl-6-fluoro-1,2,3,4-tetrahydro-2-hydroxy-1-isopropyl-2-naphthyl acetate), ice water, [OH-].[Na+] (sodium hydroxide), ice water, O1CCCC1 (tetrahydrofuran). Product: FC=1C=C2CC[C@@]([C@@H](C2=CC1)C(C)C)(O)CCO ([1R,2R]-(-)-2-[6-fluoro-1,2,3,4-tetrahydro-2-hydroxy-1-isopropyl-2-naphthyl]ethanol). Reported procedure: A solution of 82.2 g (0.255 mol) of [1R,2R]-(-)-t-butyl-6-fluoro-1,2,3,4-tetrahydro-2-hydroxy-1-isopropyl-2-naphthyl acetate in 500 ml of abs. tetrahydrofuran was added within 30 minutes to a cooled suspension of 19.4 g (0.51 mol) of lithium aluminum hydride in 500 ml of abs. tetrahydrofuran in such a manner that the temperature did not exceed 30°. After stirring for a further 30 minutes the reaction mixture was cooled to 5° and carefully treated in succession with 30 ml of ice-water, 30 ml of 1... The reactants are O=C(O)c1c2cc(C3CC3)c([N+](=O)[O-])cc2nn1-c1ccc(Br)cc1, CN, O=P(Cl)(Cl)Cl, c1ccncc1. Product: CNC(=O)c1c2cc(C3CC3)c([N+](=O)[O-])cc2nn1-c1ccc(Br)cc1. As a reaction SMILES: [Br:1][c:2]1[cH:3][cH:4][c:5](-[n:8]2[n:9][c:10]3[cH:11][c:12]([N+:23](=[O:24])[O-:25])[c:13]([CH:20]4[CH2:21][CH2:22]4)[cH:14][c:15]3[c:16]2[C:17](=[O:18])[OH:19])[cH:6][cH:7]1.[CH3:26][NH2:27].[P:28]([Cl:29])([Cl:30])([Cl:31])=[O:32].[cH:33]1[cH:34][cH:35][n:36][cH:37][cH:38]1>>[Br:1][c:2]1[cH:3][cH:4][c:5](-[n:8]2[n:9][c:10]3[cH:11][c:12]([N+:23](=[O:24])[O-:25])[c:13]([CH:20]4[CH2:21][CH2:22]4)[cH:14][c:15]3[c:16]2[C:17](=[O:18])[NH:27][CH3:26])[cH:6][cH:7]1. The reactants are CNCCC=O, O=C=Nc1nnc(C2CCCCCC2)s1, c1ccccc1. Product: CN(CCC=O)C(=O)Nc1nnc(C2CCCCCC2)s1. As a reaction SMILES: [CH3:16][NH:17][CH2:18][CH2:19][CH:20]=[O:21].[CH:1]1([c:8]2[n:9][n:10][c:11]([N:13]=[C:14]=[O:15])[s:12]2)[CH2:2][CH2:3][CH2:4][CH2:5][CH2:6][CH2:7]1.[cH:22]1[cH:23][cH:24][cH:25][cH:26][cH:27]1>>[CH:1]1([c:8]2[n:9][n:10][c:11]([NH:13][C:14](=[O:15])[N:17]([CH3:16])[CH2:18][CH2:19][CH:20]=[O:21])[s:12]2)[CH2:2][CH2:3][CH2:4][CH2:5][CH2:6][CH2:7]1. Starting materials: [N+](=O)([O-])C=1C=C(C=CC1)S(=O)[O-].[Na+] (Sodium 3-nitro-benzenesulfinate), BrC1=C(C=2C3=C(N(C2C=C1)C)CC1CCC3N1)C(=O)OC(C)(C)C (tert-butyl 2-bromo-5-methyl-5,6,7,8,9,10-hexahydro-7,10-epiminocyclohepta[b]indole-carboxylate). The product is [N+](=O)([O-])C=1C=C(C=CC1)S(=O)(=O)C1=C(C=2C3=C(N(C2C=C1)C)CC1CCC3N1)C(=O)OC(C)(C)C (tert-butyl 2-(3-nitrophenylsulfonyl)-5-methyl-5,6,7,8,9,10-hexahydro-7,10-epiminocyclohepta[b]indole-carboxylate). Isolated yield 13.0%. RXN SMILES: [N+:1]([C:4]1[CH:5]=[C:6]([S:10]([O-:12])=[O:11])[CH:7]=[CH:8][CH:9]=1)([O-:3])=[O:2].[Na+].Br[C:15]1[CH:23]=[CH:22][C:21]2[N:20]([CH3:24])[C:19]3[CH2:25][CH:26]4[NH:30][CH:29]([C:18]=3[C:17]=2[C:16]=1[C:31]([O:33][C:34]([CH3:37])([CH3:36])[CH3:35])=[O:32])[CH2:28][CH2:27]4>>[N+:1]([C:4]1[CH:5]=[C:6]([S:10]([C:15]2[CH:23]=[CH:22][C:21]3[N:20]([CH3:24])[C:19]4[CH2:25][CH:26]5[NH:30][CH:29]([C:18]=4[C:17]=3[C:16]=2[C:31]([O:33][C:34]([CH3:37])([CH3:36])[CH3:35])=[O:32])[CH2:28][CH2:27]5)(=[O:12])=[O:11])[CH:7]=[CH:8][CH:9]=1)([O-:3])=[O:2] |f:0.1|. Procedure details: Intermediate 8 was coupled with the product of Example 27, step B following the procedure of Example 27, step C. The crude material was purified by flash column chromatography (SiO2, 3:2 hexane/ethyl acetate) to give tert-butyl 2-(3-nitrophenylsulfonyl)-5-methyl-5,6,7,8,9,10-hexahydro-7,10-epiminocyclohepta[b]indole-carboxylate (50 mg, 13%) as a yellow solid: 1H NMR (CDCl3, 300 MHz) δ 8.76 (s, 1H), 8.25-8.38 (m, 1H), 8.21 (s, 1H), 7.67-7.72 (m, 2H), 7.65 (s, 1H), 7.35 d, J=8.7 Hz, 1H), 5.27 (br ...